This data is from the Open Reaction Database (ORD), a public repository of structured organic reaction records. The task is: describe an organic reaction: reactants, conditions, products, and yield Starting materials: ClCCl, Cl, O=[N+]([O-])c1ccc(F)cc1, CN1CCC(N)CC1, O. The product is CN1CCC(Nc2ccc([N+](=O)[O-])cc2)CC1. As a reaction SMILES: [CH2:21]([Cl:22])[Cl:23].[ClH:19].[F:9][c:10]1[cH:11][cH:12][c:13]([N+:16](=[O:17])[O-:18])[cH:14][cH:15]1.[NH2:1][CH:2]1[CH2:3][CH2:4][N:5]([CH3:8])[CH2:6][CH2:7]1.[OH2:20]>>[NH:1]([CH:2]1[CH2:3][CH2:4][N:5]([CH3:8])[CH2:6][CH2:7]1)[c:10]1[cH:11][cH:12][c:13]([N+:16](=[O:17])[O-:18])[cH:14][cH:15]1. The reactants are C(#N)C1=CC2=C(NC(=N2)C(C(F)(F)F)(OC(C(=O)OCC)F)C2=C3C=CNC3=C(C=C2OC)C)C=C1 ((±)-Ethyl 2-(1-(5-cyano-1H-benzo[d]imidazol-2-yl)-2,2,2-trifluoro-1-(5-methoxy-7-methyl-1H-indol-4-yl)ethoxy)-2-fluoroacetate), [Li+].[OH-] (LiOH). Solvent: C1CCOC1 (THF), O (water), CO (MeOH). Conditions: time 16 hour. Yields the product C(#N)C1=CC2=C(NC(=N2)C(C(F)(F)F)(OC(C(=O)O)F)C2=C3C=CNC3=C(C=C2OC)C)C=C1 ((±)-2-(1-(5-Cyano-1H-benzo[d]imidazol-2-yl)-2,2,2-trifluoro-1-(5-methoxy-7-methyl-1H-indol-4-yl)ethoxy)-2-fluoroacetic acid). Reaction SMILES: [C:1]([C:3]1[CH:36]=[CH:35][C:6]2[NH:7][C:8]([C:10]([C:23]3[C:31]([O:32][CH3:33])=[CH:30][C:29]([CH3:34])=[C:28]4[C:24]=3[CH:25]=[CH:26][NH:27]4)([O:15][CH:16]([F:22])[C:17]([O:19]CC)=[O:18])[C:11]([F:14])([F:13])[F:12])=[N:9][C:5]=2[CH:4]=1)#[N:2].[Li+].[OH-]>C1COCC1.O.CO>[C:1]([C:3]1[CH:36]=[CH:35][C:6]2[NH:7][C:8]([C:10]([C:23]3[C:31]([O:32][CH3:33])=[CH:30][C:29]([CH3:34])=[C:28]4[C:24]=3[CH:25]=[CH:26][NH:27]4)([O:15][CH:16]([F:22])[C:17]([OH:19])=[O:18])[C:11]([F:12])([F:13])[F:14])=[N:9][C:5]=2[CH:4]=1)#[N:2] |f:1.2|. Procedure details: To a solution of (±)-ethyl 2-(1-(5-cyano-1H-benzo[d]imidazol-2-yl)-2,2,2-trifluoro-1-(5-methoxy-7-methyl-1H-indol-4-yl)ethoxy)-2-fluoroacetate (Example 35-F) (60 mg, 0.119 mmol) in THF (1.0 mL), water (1.0 mL) and MeOH (0.20 mL) was added LiOH (25 mg, 0.595 mmol) and this mixture was stirred for 16 hr at room temperature. The reaction was partitioned between EtOAc and cold 1N HCl solution and the layers separated and the organic layer was washed with brine, dried over sodium sulfate, filtered, a... Starting materials: C/C(/CO)=C/C(C)C1=C(C=CC=C1)C ((Z)-2-Methyl-4-(2-methylphenyl)pent-2-en-1-ol), C(C)[Zn]CC (diethylzinc), C1(=CC=CC=C1)C (toluene), S(O)(O)(=O)=O (sulfuric acid), ClCI (Chloroiodomethane). Reaction conditions: temperature -20 celsius, time 20 minute. Product: C[C@]1([C@@H](C1)[C@@H](C)C1=C(C=CC=C1)C)CO ([(1S*,2S*)-1-Methyl-2-((R*)-1-(2-methylphenyl)ethyl)cyclopropyl]methanol). Yield: 70.0%. RXN SMILES: [CH2:1]([Zn]CC)C.C1(C)C=CC=CC=1.ClCI.[CH3:16]/[C:17](=[CH:20]/[CH:21]([C:23]1[CH:28]=[CH:27][CH:26]=[CH:25][C:24]=1[CH3:29])[CH3:22])/[CH2:18][OH:19].S(=O)(=O)(O)O>>[CH3:16][C@:17]1([CH2:18][OH:19])[CH2:1][C@H:20]1[C@H:21]([C:23]1[CH:28]=[CH:27][CH:26]=[CH:25][C:24]=1[CH3:29])[CH3:22]. Procedure: Under a nitrogen atmosphere, a diethylzinc solution in toluene (concentration: 15% by weight, 5.4 g, 0.0066 mol) was placed into a 100-ml flask equipped with a stirring apparatus, a dropping funnel, and a thermometer, and cooled to −20° C. Chloroiodomethane (2.33 g, 13.2 mmol) was placed into the dropping funnel, and added dropwise with the temperature kept between −15 and −20° C. After completion of the dropwise addition, the mixture was stirred at −5 to −15° C. for 20 minutes, and then cooled ... Starting materials: [Cl-], [Mg+]Cc1ccc(Cl)cc1, c1ccccc1, O=C(Cn1ccnc1)c1ccc(-c2ccccc2)cc1. Product: ClCc1ccc(Cl)cc1, [Mg]. As a reaction SMILES: [Cl-:21].[Cl:22][c:23]1[cH:24][cH:25][c:26]([CH2:27][Mg+:28])[cH:29][cH:30]1.[cH:31]1[cH:32][cH:33][cH:34][cH:35][cH:36]1.[n:1]1([CH2:2][C:3]([c:4]2[cH:5][cH:6][c:7](-[c:8]3[cH:9][cH:10][cH:11][cH:12][cH:13]3)[cH:14][cH:15]2)=[O:16])[cH:17][cH:18][n:19][cH:20]1>>[Cl:21][CH2:27][c:26]1[cH:25][cH:24][c:23]([Cl:22])[cH:30][cH:29]1.[Mg:28].